This data is from the Open Reaction Database (ORD), a public repository of structured organic reaction records. The task is: describe an organic reaction: reactants, conditions, products, and yield Reactants: [Br-], O=C1CC2(CCCOC2)Oc2ccc(Br)cc21, C1CCOC1, [Zn+]C1CCCCC1, [Cu]I, Cl[Pd]Cl, c1ccc(P(c2ccccc2)c2ccccc2)cc1, c1ccc(P(c2ccccc2)c2ccccc2)cc1. Product: O=C1CC2(CCCOC2)Oc2ccc(C3CCCCC3)cc21. As a reaction SMILES: [Br-:18].[Br:1][c:2]1[cH:3][c:4]2[c:9]([cH:10][cH:11]1)[O:8][C:7]1([CH2:6][C:5]2=[O:17])[CH2:12][O:13][CH2:14][CH2:15][CH2:16]1.[CH2:26]1[O:27][CH2:28][CH2:29][CH2:30]1.[CH:19]1([Zn+:25])[CH2:20][CH2:21][CH2:22][CH2:23][CH2:24]1.[Cu:72][I:73].[Pd:31]([Cl:32])[Cl:33].[c:34]1([P:35]([c:36]2[cH:37][cH:38][cH:39][cH:40][cH:41]2)[c:42]2[cH:43][cH:44][cH:45][cH:46][cH:47]2)[cH:48][cH:49][cH:50][cH:51][cH:52]1.[c:53]1([P:54]([c:55]2[cH:56][cH:57][cH:58][cH:59][cH:60]2)[c:61]2[cH:62][cH:63][cH:64][cH:65][cH:66]2)[cH:67][cH:68][cH:69][cH:70][cH:71]1>>[c:2]1([CH:19]2[CH2:20][CH2:21][CH2:22][CH2:23][CH2:24]2)[cH:3][c:4]2[c:9]([cH:10][cH:11]1)[O:8][C:7]1([CH2:6][C:5]2=[O:17])[CH2:12][O:13][CH2:14][CH2:15][CH2:16]1. The reactants are O=C([O-])O, CO, CCOC(=O)Cc1csc(NC(=O)NC(Cl)(Cl)Cl)n1, [Na+], O. The product is CCOC(=O)Cc1csc(NC(N)=O)n1. As a reaction SMILES: [C:20](=[O:21])([OH:22])[O-:23].[CH3:25][OH:26].[Cl:1][C:2]([NH:3][C:4]([NH:5][c:6]1[s:7][cH:8][c:9]([CH2:11][C:12](=[O:13])[O:14][CH2:15][CH3:16])[n:10]1)=[O:17])([Cl:18])[Cl:19].[Na+:24].[OH2:27]>>[NH2:3][C:4]([NH:5][c:6]1[s:7][cH:8][c:9]([CH2:11][C:12](=[O:13])[O:14][CH2:15][CH3:16])[n:10]1)=[O:17].